This data is from the Open Reaction Database (ORD), a public repository of structured organic reaction records. The task is: describe an organic reaction: reactants, conditions, products, and yield Starting materials: BrC1=NC=C(C=C1)Br (2,5-dibromopyridine), O[C@H]1COCC1 ((R)-3-hydroxytetrahydrofuran), ( b ). Yields the product BrC=1C=CC(=NC1)O[C@H]1COCC1 ((R)-5-Bromo-2-(tetrahydrofuran-3-yloxy)-pyridine). RXN SMILES: Br[C:2]1[CH:7]=[CH:6][C:5]([Br:8])=[CH:4][N:3]=1.[OH:9][C@@H:10]1[CH2:14][CH2:13][O:12][CH2:11]1>>[Br:8][C:5]1[CH:6]=[CH:7][C:2]([O:9][C@@H:10]2[CH2:14][CH2:13][O:12][CH2:11]2)=[N:3][CH:4]=1. Reported procedure: Prepared from 2,5-dibromopyridine and (R)-3-hydroxytetrahydrofuran by the method of Example 10 (b). Starting materials: OC=1C=CC(=C(C=O)C1)OC (5-hydroxy-2-methoxybenzaldehyde), Grignard reagent, BrC1=CC=C(C=C1)OC (4-bromoanisole), [Mg] (magnesium), [Cl-].[NH4+] (ammonium chloride). The solvent is O1CCCC1 (tetrahydrofuran), O1CCCC1 (tetrahydrofuran). The product is OC=1C=CC(=C(C1)C(O)C1=CC=C(C=C1)OC)OC (1-(5-hydroxy-2-methoxyphenyl)-1-(4-methoxy- phenyl)-methanol). Yield: 99.4%. As a reaction SMILES: Br[C:2]1[CH:7]=[CH:6][C:5]([O:8][CH3:9])=[CH:4][CH:3]=1.[Mg].[OH:11][C:12]1[CH:13]=[CH:14][C:15]([O:20][CH3:21])=[C:16]([CH:19]=1)[CH:17]=[O:18].[Cl-].[NH4+]>O1CCCC1>[OH:11][C:12]1[CH:13]=[CH:14][C:15]([O:20][CH3:21])=[C:16]([CH:17]([C:2]2[CH:7]=[CH:6][C:5]([O:8][CH3:9])=[CH:4][CH:3]=2)[OH:18])[CH:19]=1 |f:3.4|. Reported procedure: To the Grignard reagent prepared from 4-bromoanisole (286 g) and magnesium turnings (38.5 g) in dry tetrahydrofuran (480 ml) was added, dropwise, with vigorous stirring, a solution of 5-hydroxy-2-methoxybenzaldehyde (100 g) in dry tetrahydrofuran (1 liter). The mixture was heated on a steam bath for 3 hours, cooled and decomposed with saturated ammonium chloride solution. The organic layer was removed and the aqueous extracted with ethyl acetate (twice). The combined organics were washed with wa...